Dataset: the Open Reaction Database (ORD), a public repository of structured organic reaction records. Task: describe an organic reaction: reactants, conditions, products, and yield Starting materials: C(C)(=O)O[BH-](OC(C)=O)OC(C)=O.[Na+] (Sodium triacetoxyborohydride), ClC1=CC2=C(N3C(=NN=C3CNC2)C2CCN(CC2)C2=NC=CC=N2)C=C1 (8-Chloro-1-(1-pyrimidin-2-yl-piperidin-4-yl)-5,6-dihydro-4H-2,3,5,10b-tetraaza-benzo[e]azulene), N1=C(C=CC=C1)C=O (2-pyridine carboxaldehyde), N (Ammonia). Reagents/catalysts: C(C)(=O)O (acetic acid). Solvent: ClCCl (dichloromethane). Reaction conditions: temperature 5 celsius, time 18 hour. The product is ClC1=CC2=C(N3C(=NN=C3CN(C2)CC2=NC=CC=C2)C2CCN(CC2)C2=NC=CC=N2)C=C1 (8-Chloro-5-pyridin-2-ylmethyl-1-(1-pyrimidin-2-yl-piperidin-4-yl)-5,6-dihydro-4H-2,3,5,10b-tetraaza-benzo[e]azulene). Isolated yield 54.3%. RXN SMILES: C(O[BH-](OC(=O)C)OC(=O)C)(=O)C.[Na+].[Cl:15][C:16]1[CH:41]=[CH:40][C:19]2[N:20]3[C:24]([CH2:25][NH:26][CH2:27][C:18]=2[CH:17]=1)=[N:23][N:22]=[C:21]3[CH:28]1[CH2:33][CH2:32][N:31]([C:34]2[N:39]=[CH:38][CH:37]=[CH:36][N:35]=2)[CH2:30][CH2:29]1.[N:42]1[CH:47]=[CH:46][CH:45]=[CH:44][C:43]=1[CH:48]=O.N>C(O)(=O)C.ClCCl>[Cl:15][C:16]1[CH:41]=[CH:40][C:19]2[N:20]3[C:24]([CH2:25][N:26]([CH2:48][C:43]4[CH:44]=[CH:45][CH:46]=[CH:47][N:42]=4)[CH2:27][C:18]=2[CH:17]=1)=[N:23][N:22]=[C:21]3[CH:28]1[CH2:33][CH2:32][N:31]([C:34]2[N:35]=[CH:36][CH:37]=[CH:38][N:39]=2)[CH2:30][CH2:29]1 |f:0.1|. Reported procedure: Sodium triacetoxyborohydride (277 mg, 1.31 mmol) was added to a mixture of the amine from example 12 (250 mg, 0.65 mmol), 2-pyridine carboxaldehyde (105 mg, 0.98 mmol), and acetic acid (3 drops) in dichloromethane (5 ml), cooled to 5° C., and the reaction mixture was then stirred at room temperature for 18 hours. 0.88 Ammonia was added to the reaction mixture, the phases were separated and the organic layer was dried over magnesium sulphate and evaporated under reduced pressure. The crude produc... Starting materials: C(C1=CC=CC=C1)N(S(=O)(=O)CC=1C=C2C(=CN(C2=CC1)CC1=CC=CC=C1)C[C@@H]1N(CCC1)C)C ((R)-N-Benzyl-1-[1-benzyl-3-(1-methyl-2-pyrrolidinylmethyl)-1H-indol-5-yl]-N-methylmethanesulfonamide), N (ammonia), [Cl-].[NH4+] (ammonium chloride), [Na] (Sodium). Solvent: O1CCCC1 (tetrahydrofuran), O (water). The product is CNS(=O)(=O)CC=1C=C2C(=CNC2=CC1)C[C@@H]1N(CCC1)C ((R)-N-Methyl-[3-(1-methyl-2-pyrrolidinylmethyl)-1H-indol-5-yl]methanesulfonamide). Isolated yield 56.1%. RXN SMILES: [CH2:1]([N:8](C)[S:9]([CH2:12][C:13]1[CH:14]=[C:15]2[C:19](=[CH:20][CH:21]=1)[N:18](CC1C=CC=CC=1)[CH:17]=[C:16]2[CH2:29][C@H:30]1[CH2:34][CH2:33][CH2:32][N:31]1[CH3:35])(=[O:11])=[O:10])C1C=CC=CC=1.N.[Na].[Cl-].[NH4+]>O1CCCC1.O>[CH3:1][NH:8][S:9]([CH2:12][C:13]1[CH:14]=[C:15]2[C:19](=[CH:20][CH:21]=1)[NH:18][CH:17]=[C:16]2[CH2:29][C@H:30]1[CH2:34][CH2:33][CH2:32][N:31]1[CH3:35])(=[O:10])=[O:11] |f:3.4,^1:37|. Procedure details: A solution of (R)-N-Benzyl-1-[1-benzyl-3-(1-methyl-2-pyrrolidinylmethyl)-1H-indol-5-yl]-N-methylmethanesulfonamide (from step (f), 2.04 g) in tetrahydrofuran (2 ml) was added dropwise to liquid ammonia (10 ml) at −40° C. under a nitrogen atmosphere. Sodium (approximately 500 mg) was then added portionwise to the colourless solution, until a permanent dark blue coloured solution was obtained. The blue solution was stirred for a further 30 min at −40° C. before saturated ammonium chloride solution... Reactants: BrCC1=NC2=CC=CC(=C2N=C1C1=C(C=CC=C1)Cl)C(F)(F)F (2-(bromomethyl)-3-(2-chlorophenyl)-5-(trifluoromethyl)quinoxaline), I(=O)(=O)(=O)[O-].[Na+] (sodium metaperiodate), CN(C)C=O (DMF). Run in CCOC(=O)C (EtOAc). Reaction conditions: temperature 150 celsius, time 3 hour. Yields the product ClC1=C(C=CC=C1)C=1C(=NC2=CC=CC(=C2N1)C(F)(F)F)C=O (3-(2-chlorophenyl)-5-(trifluoromethyl)quinoxaline-2-carbaldehyde). Reaction SMILES: Br[CH2:2][C:3]1[C:12]([C:13]2[CH:18]=[CH:17][CH:16]=[CH:15][C:14]=2[Cl:19])=[N:11][C:10]2[C:5](=[CH:6][CH:7]=[CH:8][C:9]=2[C:20]([F:23])([F:22])[F:21])[N:4]=1.I([O-])(=O)(=O)=[O:25].[Na+].CN(C=O)C>CCOC(C)=O>[Cl:19][C:14]1[CH:15]=[CH:16][CH:17]=[CH:18][C:13]=1[C:12]1[C:3]([CH:2]=[O:25])=[N:4][C:5]2[C:10]([N:11]=1)=[C:9]([C:20]([F:23])([F:22])[F:21])[CH:8]=[CH:7][CH:6]=2 |f:1.2|. Reported procedure: A mixture of 2-(bromomethyl)-3-(2-chlorophenyl)-5-(trifluoromethyl)quinoxaline (0.5137 g, 1.279 mmol) and sodium metaperiodate (0.1416 mL, 2.558 mmol) in DMF (8.527 mL, 1.279 mmol) was heated at 150° C. with stirring. After 3 h, the mixture was cooled to room temperature, diluted with EtOAc (100 mL), washed with brine (50 mL×2), dried over Na2SO4, filtered, and concentrated under reduced pressure. The residue was purified by silica gel column chromatography on a 80 g of Redi-Sep™ column using 0 ... The reactants are O1C=COC2=C1C=CC(=C2)N (1,4-benzodioxin-6-amine), C(C)(C)(C)C1=CC=C(C=C1)Br (4-tert-butyl bromobenzene), CC(C)([O-])C.[Na+] (sodium tert-butoxide). Reagents/catalysts: C=1C=CC(=CC1)/C=C/C(=O)/C=C/C2=CC=CC=C2.C=1C=CC(=CC1)/C=C/C(=O)/C=C/C2=CC=CC=C2.C=1C=CC(=CC1)/C=C/C(=O)/C=C/C2=CC=CC=C2.[Pd].[Pd] (tris(dibenzylideneacetone)dipalladium), C1(=CC=CC=C1)P(C1=C(C2=CC=CC=C2C=C1)C1=C(C=CC2=CC=CC=C12)P(C1=CC=CC=C1)C1=CC=CC=C1)C1=CC=CC=C1 (rac-2,2′-bis(diphenylphosphino)-1,1′-binapthyl). Run in C1(=CC=CC=C1)C (toluene). Product: C(C)(C)(C)C1=CC=C(C=C1)NC1=CC2=C(OCCO2)C=C1 (N-(4-tert-butylphenyl)-2,3-dihydro-1,4-benzodioxin-6-amine). Isolated yield 55.0%. Reaction SMILES: [O:1]1[C:6]2[CH:7]=[CH:8][C:9]([NH2:11])=[CH:10][C:5]=2[O:4][CH:3]=[CH:2]1.[C:12]([C:16]1[CH:21]=[CH:20][C:19](Br)=[CH:18][CH:17]=1)([CH3:15])([CH3:14])[CH3:13].CC(C)([O-])C.[Na+]>C1C=CC(/C=C/C(/C=C/C2C=CC=CC=2)=O)=CC=1.C1C=CC(/C=C/C(/C=C/C2C=CC=CC=2)=O)=CC=1.C1C=CC(/C=C/C(/C=C/C2C=CC=CC=2)=O)=CC=1.[Pd].[Pd].C1(P(C2C=CC=CC=2)C2C=CC3C(=CC=CC=3)C=2C2C3C(=CC=CC=3)C=CC=2P(C2C=CC=CC=2)C2C=CC=CC=2)C=CC=CC=1.C1(C)C=CC=CC=1>[C:12]([C:16]1[CH:21]=[CH:20][C:19]([NH:11][C:9]2[CH:8]=[CH:7][C:6]3[O:1][CH2:2][CH2:3][O:4][C:5]=3[CH:10]=2)=[CH:18][CH:17]=1)([CH3:15])([CH3:14])[CH3:13] |f:2.3,4.5.6.7.8|. Reported procedure: To a flask equipped with a magnetic stirrer, reflux condensor, and nitrogen inlet was added 1,4-benzodioxin-6-amine (5.26 grams, 34.8 mmoles), 4-tert-butyl bromobenzene (6.83 grams, 32.1 mmoles), tris(dibenzylideneacetone)dipalladium (0) (0.58 grams, 0.6 mmoles), rac-2,2′-bis(diphenylphosphino)-1,1′-binapthyl (0.79 grams, 1.2 mmoles), sodium tert-butoxide (6.08 grams, 63.0 mmoles) and anhydrous toluene (70 mL). The contents of the flask were refluxed for three days; cooled to room temperature; a...